Task: describe an organic reaction: reactants, conditions, products, and yield. Dataset: the Open Reaction Database (ORD), a public repository of structured organic reaction records Starting materials: ClC1=C(C=C(C=C1)S(=O)(=O)NC=1C(=NC=C(C1)Cl)C(=O)NN)C(F)(F)F (4-Chloro-N-(5-chloro-2-hydrazinocarbonyl-pyridin-3-yl)-3-trifluoromethyl-benzenesulfonamide), O(C)C1=C(N)C=C(C=C1)F (2-methoxyl-5-fluoroaniline), COC(OC)OC (trimethylorthoformate), C(C)#N (acetonitrile). Solvent: C(C)(=O)O (acetic acid). Yields the product ClC1=C(C=C(C=C1)S(=O)(=O)NC=1C(=NC=C(C1)Cl)C1=NN=CN1C1=C(C=CC(=C1)F)OC)C(F)(F)F (4-Chloro-N-{5-chloro-2-[4-(5-fluoro-2-methoxy-phenyl)-4H-[1,2,4]triazol-3-yl]-pyridin-3-yl}-3-trifluoromethyl-benzenesulfonamide). Reaction SMILES: [Cl:1][C:2]1[CH:7]=[CH:6][C:5]([S:8]([NH:11][C:12]2[C:13]([C:19]([NH:21][NH2:22])=O)=[N:14][CH:15]=[C:16]([Cl:18])[CH:17]=2)(=[O:10])=[O:9])=[CH:4][C:3]=1[C:23]([F:26])([F:25])[F:24].[CH3:27]OC(OC)OC.C(#N)C.[O:37]([C:39]1[CH:45]=[CH:44][C:43]([F:46])=[CH:42][C:40]=1[NH2:41])[CH3:38]>C(O)(=O)C>[Cl:1][C:2]1[CH:7]=[CH:6][C:5]([S:8]([NH:11][C:12]2[C:13]([C:19]3[N:41]([C:40]4[CH:42]=[C:43]([F:46])[CH:44]=[CH:45][C:39]=4[O:37][CH3:38])[CH:27]=[N:22][N:21]=3)=[N:14][CH:15]=[C:16]([Cl:18])[CH:17]=2)(=[O:9])=[O:10])=[CH:4][C:3]=1[C:23]([F:24])([F:26])[F:25]. Procedure: The title compound was prepared according to general Method B using 4-Chloro-N-(5-chloro-2-hydrazinocarbonyl-pyridin-3-yl)-3-trifluoromethyl-benzenesulfonamide (100 mg, 0.234 mmol), trimethylorthoformate (80 mg, 0.60 mmol), acetonitrile (2 mL), 2-methoxyl-5-fluoroaniline (70 mg, 0.50 mmol) and acetic acid (1.0 mL). MS (ES) [M+H]+ expected 562.0. found 562.0. The reactants are CO, CC(O)CN, CC(C=O)NC(=O)OC(C)(C)C, [Pd]. Product: CC(O)CNCC(C)NC(=O)OC(C)(C)C. RXN SMILES: [CH3:18][OH:19].[NH2:13][CH2:14][CH:15]([CH3:16])[OH:17].[O:1]=[CH:2][CH:3]([CH3:4])[NH:5][C:6]([O:7][C:8]([CH3:9])([CH3:10])[CH3:11])=[O:12].[Pd:20]>>[CH2:2]([CH:3]([CH3:4])[NH:5][C:6]([O:7][C:8]([CH3:9])([CH3:10])[CH3:11])=[O:12])[NH:13][CH2:14][CH:15]([CH3:16])[OH:17]. Reactants: Cl.ClC12CC3(CC(CC(C1)C3)C2)CN (3-chloro-tricyclo[3.3.1.13,7]decane-1-methanamine, hydrochloride), ClC1=C(C(=O)Cl)C=CC=C1 (2-chlorobenzoyl chloride). The product is ClC1=C(C(=O)NCC23CC4(CC(CC(C2)C4)C3)Cl)C=CC=C1 (2-Chloro-N-(3-chloro-tricyclo[3.3.1.13,7]dec-1-ylmethyl)-benzamide). Reaction SMILES: Cl.[Cl:2][C:3]12[CH2:12][CH:7]3[CH2:8][CH:9]([CH2:11][C:5]([CH2:13][NH2:14])([CH2:6]3)[CH2:4]1)[CH2:10]2.[Cl:15][C:16]1[CH:24]=[CH:23][CH:22]=[CH:21][C:17]=1[C:18](Cl)=[O:19]>>[Cl:15][C:16]1[CH:24]=[CH:23][CH:22]=[CH:21][C:17]=1[C:18]([NH:14][CH2:13][C:5]12[CH2:11][CH:9]3[CH2:8][CH:7]([CH2:12][C:3]([Cl:2])([CH2:10]3)[CH2:4]1)[CH2:6]2)=[O:19] |f:0.1|. Procedure: Prepared according to the method of Example 1 from 3-chloro-tricyclo[3.3.1.13,7]decane-1-methanamine, hydrochloride (0.061 g) and 2-chlorobenzoyl chloride (0.0.32 ml) to give the title compound as a white solid (0.093 g). The reactants are C(C1=CC=CC=C1)N1CC2=C(N=C(N=C2N2[C@@H](CN(CC2)C(C)=O)C)C2=C3C(=CN(C3=CC=C2)S(=O)(=O)C2=CC=C(C)C=C2)C)CC1 ((R)-1-(4-(6-benzyl-2-(3-methyl-1-tosyl-1H-indol-4-yl)-5,6,7,8-tetrahydropyrido[4,3-d]pyrimidin-4-yl)-3-methylpiperazin-1-yl)ethanone), C(C)(=O)O (acetic acid), C1CCOC1 (THF). Reagents/catalysts: [OH-].[OH-].[Pd+2].[C] (Pd(OH)2 carbon). Run in O (H2O). Run at time 2 hour. The product is C[C@@H]1CN(CCN1C=1C2=C(N=C(N1)C1=C3C(=CN(C3=CC=C1)S(=O)(=O)C1=CC=C(C)C=C1)C)CCNC2)C(C)=O ((R)-1-(3-methyl-4-(2-(3-methyl-1-tosyl-1H-indol-4-yl)-5,6,7,8-tetrahydropyrido[4,3-d]pyrimidin-4-yl)piperazin-1-yl)ethanone). As a reaction SMILES: C([N:8]1[CH2:47][CH2:46][C:11]2[N:12]=[C:13]([C:26]3[CH:34]=[CH:33][CH:32]=[C:31]4[C:27]=3[C:28]([CH3:45])=[CH:29][N:30]4[S:35]([C:38]3[CH:44]=[CH:43][C:41]([CH3:42])=[CH:40][CH:39]=3)(=[O:37])=[O:36])[N:14]=[C:15]([N:16]3[CH2:21][CH2:20][N:19]([C:22](=[O:24])[CH3:23])[CH2:18][C@H:17]3[CH3:25])[C:10]=2[CH2:9]1)C1C=CC=CC=1.C(O)(=O)C.C1COCC1>[OH-].[OH-].[Pd+2].[C].O>[CH3:25][C@H:17]1[N:16]([C:15]2[C:10]3[CH2:9][NH:8][CH2:47][CH2:46][C:11]=3[N:12]=[C:13]([C:26]3[CH:34]=[CH:33][CH:32]=[C:31]4[C:27]=3[C:28]([CH3:45])=[CH:29][N:30]4[S:35]([C:38]3[CH:44]=[CH:43][C:41]([CH3:42])=[CH:40][CH:39]=3)(=[O:36])=[O:37])[N:14]=2)[CH2:21][CH2:20][N:19]([C:22](=[O:24])[CH3:23])[CH2:18]1 |f:3.4.5.6|. Procedure details: A mixture of (R)-1-(4-(6-benzyl-2-(3-methyl-1-tosyl-1H-indol-4-yl)-5,6,7,8-tetrahydropyrido[4,3-d]pyrimidin-4-yl)-3-methylpiperazin-1-yl)ethanone (0.35 g, 0.539 mmol), acetic acid (0.154 mL, 2.70 mmol), THF (9 mL) and H2O (3 mL) was degassed via vacuum and recharged with nitrogen gas (2×). Then 20 mol % Pd(OH)2/carbon (0.114 g, 0.162 mmol) was added and the mixture was degassed via vacuum and placed under an atmosphere of hydrogen. The mixture was stirred at rt under H2 atmosphere via balloon fo...